From a dataset of the Open Reaction Database (ORD), a public repository of structured organic reaction records. describe an organic reaction: reactants, conditions, products, and yield Reactants: [Li]CCCC, Clc1cncc(NCC2CC2)n1, CI, [Na+], [Na+], C1CCOC1, O=S([O-])([O-])=S. Yields the product CN(CC1CC1)c1cncc(Cl)n1. Reaction SMILES: [CH2:13]([Li:14])[CH2:15][CH2:16][CH3:17].[Cl:1][c:2]1[cH:3][n:4][cH:5][c:6]([NH:8][CH2:9][CH:10]2[CH2:11][CH2:12]2)[n:7]1.[I:18][CH3:19].[Na+:25].[Na+:26].[O:27]1[CH2:28][CH2:29][CH2:30][CH2:31]1.[S:20]([O-:21])([O-:22])(=[O:23])=[S:24]>>[Cl:1][c:2]1[cH:3][n:4][cH:5][c:6]([N:8]([CH2:9][CH:10]2[CH2:11][CH2:12]2)[CH3:13])[n:7]1.